This data is from the Open Reaction Database (ORD), a public repository of structured organic reaction records. The task is: describe an organic reaction: reactants, conditions, products, and yield Starting materials: N1(CCC1)C1=CC=C(C(=N1)CN1C(O[C@@H]([C@@H]1C)C1=CC(=CC(=C1)C(F)(F)F)C(F)(F)F)=O)C=1C=C(C=CC1OC)CCC(=O)O (3-{3-[6-azetidin-1-yl-2-({(4S,5R)-5-[3,5-bis(trifluoromethyl)phenyl]-4-methyl-2-oxo-1,3-oxazolidin-3-yl}methyl)pyridin-3-yl]-4-methoxyphenyl}propanoic acid), C(C(=O)Cl)(=O)Cl (oxalyl chloride), [OH-].[NH4+] (ammonium hydroxide), CN(C)C=O (DMF). Run in C(Cl)Cl (DCM). Conditions: time 20 minute. Product: N1(CCC1)C1=CC=C(C(=N1)CN1C(O[C@@H]([C@@H]1C)C1=CC(=CC(=C1)C(F)(F)F)C(F)(F)F)=O)C=1C=C(C=CC1OC)CCC(=O)N (3-{3-[6-azetidin-1-yl-2-({(4S,5R)-5-[3,5-bis(trifluoromethyl)phenyl]-4-methyl-2-oxo-1,3-oxazolidin-3-yl}methyl)pyridin-3-yl]-4-methoxyphenyl}propanamide). RXN SMILES: [N:1]1([C:5]2[N:10]=[C:9]([CH2:11][N:12]3[C@@H:16]([CH3:17])[C@@H:15]([C:18]4[CH:23]=[C:22]([C:24]([F:27])([F:26])[F:25])[CH:21]=[C:20]([C:28]([F:31])([F:30])[F:29])[CH:19]=4)[O:14][C:13]3=[O:32])[C:8]([C:33]3[CH:34]=[C:35]([CH2:41][CH2:42][C:43](O)=[O:44])[CH:36]=[CH:37][C:38]=3[O:39][CH3:40])=[CH:7][CH:6]=2)[CH2:4][CH2:3][CH2:2]1.C(Cl)(=O)C(Cl)=O.C[N:53](C=O)C.[OH-].[NH4+]>C(Cl)Cl>[N:1]1([C:5]2[N:10]=[C:9]([CH2:11][N:12]3[C@@H:16]([CH3:17])[C@@H:15]([C:18]4[CH:23]=[C:22]([C:24]([F:27])([F:25])[F:26])[CH:21]=[C:20]([C:28]([F:30])([F:31])[F:29])[CH:19]=4)[O:14][C:13]3=[O:32])[C:8]([C:33]3[CH:34]=[C:35]([CH2:41][CH2:42][C:43]([NH2:53])=[O:44])[CH:36]=[CH:37][C:38]=3[O:39][CH3:40])=[CH:7][CH:6]=2)[CH2:4][CH2:3][CH2:2]1 |f:3.4|. Procedure details: To a solution of 3-{3-[6-Azetidin-1-yl-2-({(4S,5R)-5-[3,5-bis(trifluoromethyl)phenyl]-4-methyl-2-oxo-1,3-oxazolidin-3-yl}methyl)pyridin-3-yl]-4-methoxyphenyl}propanoic acid (EXAMPLE 60) (66 mg, 0.104 mmol) in DCM (4 ml) was added oxalyl chloride (2M in DCM) (0.259 ml, 0.518 mmol) and a drop of DMF. The solution was stirred for 20 minutes, concentrated, dissolved in THF (3 ml), added ammonium hydroxide (0.144 ml, 1.035 mmol) and stirred overnight. The crude was concentrated, dissolved in MeOH, fi... The reactants are ClC1=NC(=C(C(=N1)Cl)C=O)NC1=C(C=CC=C1)S(=O)(=O)C(C)C (2,4-dichloro-6-(2-(isopropylsulfonyl)phenylamino)pyrimidine-5-carbaldehyde), C1(=CC=CC=C1)[Mg]Br (phenylmagnesiumbromide), [NH4+].[Cl-] (NH4Cl). Solvent: CCOC(=O)C (EtOAc), C1CCOC1 (THF). Product: ClC1=NC(=C(C(=N1)Cl)C(O)C1=CC=CC=C1)NC1=C(C=CC=C1)S(=O)(=O)C(C)C ((2,4-dichloro-6-(2-(isopropylsulfonyl)phenylamino)pyrimidin-5-yl)(phenyl)methanol). RXN SMILES: [Cl:1][C:2]1[N:7]=[C:6]([Cl:8])[C:5]([CH:9]=[O:10])=[C:4]([NH:11][C:12]2[CH:17]=[CH:16][CH:15]=[CH:14][C:13]=2[S:18]([CH:21]([CH3:23])[CH3:22])(=[O:20])=[O:19])[N:3]=1.[C:24]1([Mg]Br)[CH:29]=[CH:28][CH:27]=[CH:26][CH:25]=1.[NH4+].[Cl-]>C1COCC1.CCOC(C)=O>[Cl:1][C:2]1[N:7]=[C:6]([Cl:8])[C:5]([CH:9]([C:24]2[CH:29]=[CH:28][CH:27]=[CH:26][CH:25]=2)[OH:10])=[C:4]([NH:11][C:12]2[CH:17]=[CH:16][CH:15]=[CH:14][C:13]=2[S:18]([CH:21]([CH3:23])[CH3:22])(=[O:20])=[O:19])[N:3]=1 |f:2.3|. Procedure details: To the solution of 2,4-dichloro-6-(2-(isopropylsulfonyl)phenylamino)pyrimidine-5-carbaldehyde (112.3 mg, 0.3 mmol) in THF (1.0 mL) was added phenylmagnesiumbromide (3.0 M in diethyl ether, 1.0 mL, 3.0 mmol) at 0° C. under argon atmosphere. After addition, the reaction mixture was slowly warmed to room temperature and further stirred overnight. To the reaction mixture was then added 2.0 mL of saturated aqueous NH4Cl at 0° C., dissolved in EtOAc (50 mL) and washed with H2O (10 mL) and brine (10 mL... Reactants: aliphatic, CC(=C)C(=O)OCCO (HEMA), CC(COC(=O)C(=C)C)O (HPMA). The reagents and catalysts are [Sn] (tin). Product: COC1=CC=C(C=C1)O (MEHQ), aliphatic methyl methacrylate-urethane. RXN SMILES: C[C:2]([C:4]([O:6][CH2:7]CO)=O)=[CH2:3].[CH3:10][CH:11](O)[CH2:12][O:13]C(C(C)=C)=O>[Sn]>[CH3:7][O:6][C:4]1[CH:2]=[CH:3][C:12]([OH:13])=[CH:11][CH:10]=1 |^3:19|. Procedure: The aliphatic prepolymer was reacted with 66-⅔% HEMA (or HPMA) to 33-⅓% of the prepolymer in the presence of a tin catalyst (UL22) and a stabilizer (MEHQ) for 4 hours at 150° F. to provide a aliphatic methyl methacrylate-urethane oligomer (HP 1516) with the following specifications: Starting materials: Cl.NC1CC=2C=CC3=CC=CC=C3C2C(C1O)Cl (2-Amino-4-chloro-1,2,3,4-tetrahydro-3-phenanthrenol, hydrochloride). Solvent: FC(C(=O)O)(F)F (trifluoroacetic acid). Yields the product Cl.NC1CC=2C=CC3=CC=CC=C3C2CC1=O (2-Amino-1,2-dihydro-3(4H)-phenanthrenone, hydrochloride). Yield: 48.8%. RXN SMILES: Cl.[NH2:2][CH:3]1[CH:16]([OH:17])[CH:15]([Cl:18])[C:14]2[C:13]3[C:8](=[CH:9][CH:10]=[CH:11][CH:12]=3)[CH:7]=[CH:6][C:5]=2[CH2:4]1>FC(F)(F)C(O)=O>[ClH:18].[NH2:2][CH:3]1[C:16](=[O:17])[CH2:15][C:14]2[C:13]3[C:8](=[CH:9][CH:10]=[CH:11][CH:12]=3)[CH:7]=[CH:6][C:5]=2[CH2:4]1 |f:0.1,3.4|. Procedure details: 2-Amino-4-chloro-1,2,3,4-tetrahydro-3-phenanthrenol, hydrochloride (40 mg) was refluxed in trifluoroacetic acid (17 ml) for 31/2 hours. The solvent was removed in vacuo and the residue was crystallized from a cyclohexane/ethyl acetate mixture to yield the title compound (17 mg) as a cream-colored powder.